From a dataset of the Open Reaction Database (ORD), a public repository of structured organic reaction records. describe an organic reaction: reactants, conditions, products, and yield Starting materials: [BH4-], CCCc1nc(CC)n(-c2ccc(OC3(C(=O)OC)CCCC3)cc2)c(=O)c1Cc1ccc(-c2ccccc2C#N)cc1, CO, CCOC(C)=O, [Ca+2], [Cl-], [Cl-], Cl, [Na+], C1CCOC1. Product: CCCc1nc(CC)n(-c2ccc(OC3(CO)CCCC3)cc2)c(=O)c1Cc1ccc(-c2ccccc2C#N)cc1. RXN SMILES: [BH4-:1].[C:6](#[N:7])[c:8]1[c:9](-[c:14]2[cH:15][cH:16][c:17]([CH2:20][c:21]3[c:22]([CH2:46][CH2:47][CH3:48])[n:23][c:24]([CH2:44][CH3:45])[n:25](-[c:28]4[cH:29][cH:30][c:31]([O:32][C:33]5([C:38](=[O:39])[O:40][CH3:41])[CH2:34][CH2:35][CH2:36][CH2:37]5)[cH:42][cH:43]4)[c:26]3=[O:27])[cH:18][cH:19]2)[cH:10][cH:11][cH:12][cH:13]1.[CH3:49][OH:50].[CH3:56][CH2:57][O:58][C:59](=[O:60])[CH3:61].[Ca+2:5].[Cl-:3].[Cl-:4].[ClH:62].[Na+:2].[O:51]1[CH2:52][CH2:53][CH2:54][CH2:55]1>>[C:6](#[N:7])[c:8]1[c:9](-[c:14]2[cH:15][cH:16][c:17]([CH2:20][c:21]3[c:22]([CH2:46][CH2:47][CH3:48])[n:23][c:24]([CH2:44][CH3:45])[n:25](-[c:28]4[cH:29][cH:30][c:31]([O:32][C:33]5([CH2:38][OH:39])[CH2:34][CH2:35][CH2:36][CH2:37]5)[cH:42][cH:43]4)[c:26]3=[O:27])[cH:18][cH:19]2)[cH:10][cH:11][cH:12][cH:13]1. As a reaction SMILES: [CH2:1]([C:3]1[N:4]([C:14]2[CH:19]=[CH:18][C:17]([CH2:20][CH2:21][NH:22][C:23](=O)[O-:24])=[CH:16][CH:15]=2)[CH:5]=[C:6]([C:8]2[CH:13]=[CH:12][CH:11]=[CH:10][CH:9]=2)[N:7]=1)[CH3:2].[F:26][C:27]1[CH:32]=[CH:31][CH:30]=[CH:29][C:28]=1[S:33]([NH2:36])(=[O:35])=[O:34]>>[F:26][C:27]1[CH:32]=[CH:31][CH:30]=[CH:29][C:28]=1[S:33]([NH:36][C:23]([NH:22][CH2:21][CH2:20][C:17]1[CH:16]=[CH:15][C:14]([N:4]2[CH:5]=[C:6]([C:8]3[CH:9]=[CH:10][CH:11]=[CH:12][CH:13]=3)[N:7]=[C:3]2[CH2:1][CH3:2])=[CH:19][CH:18]=1)=[O:24])(=[O:35])=[O:34]. The reactants are C(C)C=1N(C=C(N1)C1=CC=CC=C1)C1=CC=C(C=C1)CCNC([O-])=O (2-[4-(2-ethyl-4-phenyl-1H-imidazol-1-yl)phenyl]ethylcarbamate), FC1=C(C=CC=C1)S(=O)(=O)N (2-fluorobenzenesulfonamide). Product: FC1=C(C=CC=C1)S(=O)(=O)NC(=O)NCCC1=CC=C(C=C1)N1C(=NC(=C1)C1=CC=CC=C1)CC (2-fluoro-N-[({2-[4-(2-ethyl-4-phenyl-1H-imidazol-1-yl)phenyl]ethyl}amino)carbonyl]benzenesulfonamide). Procedure details: The title compound was prepared according to the procedure described in step 2 of Example 18 from 2-[4-(2-ethyl-4-phenyl-1H-imidazol-1-yl)phenyl]ethylcarbamate and 2-fluorobenzenesulfonamide. MS (ESI) n/z 500 [M+H]+, 498 [M−H]−, 1H-NMR (CDCl3) δ 1.23 (3H, t, J=6.0 Hz), 2.71 (2H, q, J=6.0 Hz), 2.84 (2H, t, J=6.0 Hz), 3.44-3.52 (2H, m), 6.58 (1H, br), 7.18-7.30 (7H, m), 7.37 (2H, t, J=9.0 Hz), 7.59-7.65 (1H, m), 7.78 (2H, d, J=6.0 Hz), 7.84-7.90 (2H, m).